From a dataset of the Open Reaction Database (ORD), a public repository of structured organic reaction records. describe an organic reaction: reactants, conditions, products, and yield The reactants are O=C1CCC(=O)N1Br, N#Cc1ccc(Nc2nc(Cl)cc(Cl)n2)cc1, ClC(Cl)Cl. Yields the product N#Cc1ccc(Nc2nc(Cl)c(Br)c(Cl)n2)cc1. RXN SMILES: [Br:18][N:19]1[C:20](=[O:21])[CH2:22][CH2:23][C:24]1=[O:25].[Cl:1][c:2]1[n:3][c:4]([NH:9][c:10]2[cH:11][cH:12][c:13]([C:14]#[N:15])[cH:16][cH:17]2)[n:5][c:6]([Cl:8])[cH:7]1.[Cl:26][CH:27]([Cl:28])[Cl:29]>>[Cl:1][c:2]1[n:3][c:4]([NH:9][c:10]2[cH:11][cH:12][c:13]([C:14]#[N:15])[cH:16][cH:17]2)[n:5][c:6]([Cl:8])[c:7]1[Br:18]. Reported procedure: Compound 56 was prepared according to the procedure described for the synthesis of compound 28 by replacing tert-leucine methylamide with 2-amino-4-tert-butylthiazole. LCMS (+ESI) m/z=419.2 [M+H]+. As a reaction SMILES: [F:1][C:2]1[CH:3]=[C:4]([C:9]2[C:10]3[CH2:29][O:28][CH2:27][CH2:26][C:11]=3[N:12]([C:14](N[C@@H](C(C)(C)C)C(NC)=O)=[O:15])[N:13]=2)[CH:5]=[CH:6][C:7]=1[F:8].[NH2:30][C:31]1[S:32][CH:33]=[C:34]([C:36]([CH3:39])([CH3:38])[CH3:37])[N:35]=1>>[C:36]([C:34]1[N:35]=[C:31]([NH:30][C:14]([N:12]2[C:11]3[CH2:26][CH2:27][O:28][CH2:29][C:10]=3[C:9]([C:4]3[CH:5]=[CH:6][C:7]([F:8])=[C:2]([F:1])[CH:3]=3)=[N:13]2)=[O:15])[S:32][CH:33]=1)([CH3:39])([CH3:38])[CH3:37]. The reactants are FC=1C=C(C=CC1F)C=1C2=C(N(N1)C(=O)N[C@H](C(=O)NC)C(C)(C)C)CCOC2 ((S)-3-(3,4-difluorophenyl)-N-(3,3-dimethyl-1-(methyl-amino)-1-oxobutan-2-yl)-6,7-dihydropyrano[4,3-c]pyrazole-1(4H)-carboxamide), NC=1SC=C(N1)C(C)(C)C (2-amino-4-tert-butylthiazole). The product is C(C)(C)(C)C=1N=C(SC1)NC(=O)N1N=C(C2=C1CCOC2)C2=CC(=C(C=C2)F)F (N-(4-tert-butylthiazol-2-yl)-3-(3,4-difluorophenyl)-6,7-dihydropyrano[4,3-c]pyrazole-1(4H)-carboxamide). Yield: 95.0%. The product is C(C)(=O)O.C(C)(=O)O.NCCC=1NC2=C(N1)C=CC=C2 (2-Aminoethylbenzimidazole diacetate). Reaction conditions: time 6 hour. The reactants are C(#N)CC=1NC2=C(N1)C=CC=C2 (2-cyanomethylbenzimidazole), CC(=O)O (AcOH). Reported procedure: A mixture containing 2-cyanomethylbenzimidazole (2.0 g, 12.7 mmol), 10% Pd/C (1.0 g), and AcOH (40 mL) was hydrogenated at 42 psi for 6 h in a Parr apparatus. The reaction mixture was filtered through a bed of Celite® and concentrated to give the title compound (3.4 g, 95%): 1H NMR (250 MHz, CDCl3) δ 7.04-28.13 (m, 7H), 3.17-3.39 (m, 4H); MS (ES) m/e 162.0 (M+H)+. Reaction SMILES: [C:1]([CH2:3][C:4]1[NH:5][C:6]2[CH:12]=[CH:11][CH:10]=[CH:9][C:7]=2[N:8]=1)#[N:2].[CH3:13][C:14]([OH:16])=[O:15]>[Pd]>[C:14]([OH:16])(=[O:15])[CH3:13].[C:14]([OH:16])(=[O:15])[CH3:13].[NH2:2][CH2:1][CH2:3][C:4]1[NH:8][C:7]2[CH:9]=[CH:10][CH:11]=[CH:12][C:6]=2[N:5]=1 |f:3.4.5|. Reagents/catalysts: [Pd] (Pd/C). Reactants: COC(=O)c1cc(Br)cc2c1cnn2C(C)C, CCO, CS(C)=O, Cc1cc(C)c(CN)c(=O)[nH]1, [Na+], [OH-]. The product is Cc1cc(C)c(CNC(=O)c2cc(Br)cc3c2cnn3C(C)C)c(=O)[nH]1. RXN SMILES: [Br:3][c:4]1[cH:5][c:6]([C:16]([O:18][CH3:17])=[O:19])[c:7]2[cH:8][n:9][n:10]([CH:13]([CH3:14])[CH3:15])[c:11]2[cH:12]1.[CH3:31][CH2:32][OH:33].[CH3:34][S:35]([CH3:36])=[O:37].[NH2:20][CH2:21][c:22]1[c:23](=[O:30])[nH:24][c:25]([CH3:29])[cH:26][c:27]1[CH3:28].[Na+:2].[OH-:1]>>[Br:3][c:4]1[cH:5][c:6]([C:16](=[O:18])[NH:20][CH2:21][c:22]2[c:23](=[O:30])[nH:24][c:25]([CH3:29])[cH:26][c:27]2[CH3:28])[c:7]2[cH:8][n:9][n:10]([CH:13]([CH3:14])[CH3:15])[c:11]2[cH:12]1. The reactants are BrC1=C(N(C(=N1)C1=CC(=CC=C1)OC(F)(F)F)C)C=O (5-bromo-3-methyl-2-(3-trifluoromethoxy-phenyl)-3H-imidazole-4-carbaldehyde), C[O-].[Na+] (sodium methoxide). Run in CO (MeOH). Product: COC1=C(N(C(=N1)C1=CC(=CC=C1)OC(F)(F)F)C)C=O (5-Methoxy-3-methyl-2-(3-trifluoromethoxy-phenyl)-3H-imidazole-4-carbaldehyde). As a reaction SMILES: Br[C:2]1[N:6]=[C:5]([C:7]2[CH:12]=[CH:11][CH:10]=[C:9]([O:13][C:14]([F:17])([F:16])[F:15])[CH:8]=2)[N:4]([CH3:18])[C:3]=1[CH:19]=[O:20].[CH3:21][O-:22].[Na+]>CO>[CH3:21][O:22][C:2]1[N:6]=[C:5]([C:7]2[CH:12]=[CH:11][CH:10]=[C:9]([O:13][C:14]([F:17])([F:16])[F:15])[CH:8]=2)[N:4]([CH3:18])[C:3]=1[CH:19]=[O:20] |f:1.2|. Procedure details: A solution of 1.00 g (2.9 mmol) of 5-bromo-3-methyl-2-(3-trifluoromethoxy-phenyl)-3H-imidazole-4-carbaldehyde in 25 ml of MeOH was treated with 3.20 ml (17.3 mmol) sodium methoxide-solution (5.4 molar in MeOH) and then stirred at reflux for 48 hours. After cooling down to RT, the solvent was evaporated, cold water and EtOAc were added and the mixture then extracted twice with EtOAc; the organic phases were washed with water, dried over magnesium sulfate, filtered and evaporated. The residue was ... The reactants are CC(Oc1cccc2nc[nH]c(=O)c12)C(=O)N(C)C, Nc1ccc2c(cnn2Cc2nccs2)c1. Yields the product CC(Oc1cccc2ncnc(Nc3ccc4c(cnn4Cc4nccs4)c3)c12)C(=O)N(C)C. As a reaction SMILES: [CH3:1][N:2]([C:3]([CH:4]([CH3:5])[O:6][c:7]1[c:8]2[c:9](=[O:17])[nH:10][cH:11][n:12][c:13]2[cH:14][cH:15][cH:16]1)=[O:18])[CH3:19].[s:20]1[c:21]([CH2:25][n:26]2[n:27][cH:28][c:29]3[cH:30][c:31]([NH2:35])[cH:32][cH:33][c:34]23)[n:22][cH:23][cH:24]1>>[CH3:1][N:2]([C:3]([CH:4]([CH3:5])[O:6][c:7]1[c:8]2[c:9]([NH:35][c:31]3[cH:30][c:29]4[cH:28][n:27][n:26]([CH2:25][c:21]5[s:20][cH:24][cH:23][n:22]5)[c:34]4[cH:33][cH:32]3)[n:10][cH:11][n:12][c:13]2[cH:14][cH:15][cH:16]1)=[O:18])[CH3:19]. Reactants: CCC(Nc1nccc(-c2ccc(C(F)(F)F)cc2Cl)c1[N+](=O)[O-])C1CC1, [Na+], [Na+], O=S([O-])S(=O)[O-]. The product is CCC(Nc1nccc(-c2ccc(C(F)(F)F)cc2Cl)c1N)C1CC1. Reaction SMILES: [Cl:1][c:2]1[c:3](-[c:12]2[c:13]([N+:25]([O-:26])=[O:27])[c:14]([NH:18][CH:19]([CH2:20][CH3:21])[CH:22]3[CH2:23][CH2:24]3)[n:15][cH:16][cH:17]2)[cH:4][cH:5][c:6]([C:8]([F:9])([F:10])[F:11])[cH:7]1.[Na+:34].[Na+:35].[S:28]([S:29]([O-:30])=[O:31])([O-:32])=[O:33]>>[Cl:1][c:2]1[c:3](-[c:12]2[c:13]([NH2:25])[c:14]([NH:18][CH:19]([CH2:20][CH3:21])[CH:22]3[CH2:23][CH2:24]3)[n:15][cH:16][cH:17]2)[cH:4][cH:5][c:6]([C:8]([F:9])([F:10])[F:11])[cH:7]1. Starting materials: C(=O)(OCC1=CC=CC=C1)N1[C@@H](CCC1)C=CC(C)=NO (1-(1-CBZ-2(S)-pyrrolidinyl)-1-buten-3-one oxime), [H-].[H-].[H-].[H-].[Li+].[Al+3] (LAH). Run in C1CCOC1 (THF). Yields the product CC1=NOC(=C1)[C@H]1N(CCC1)C (3-Methyl-5-(1-methyl-2(S)-pyrrolidinyl)isoxazole). As a reaction SMILES: [C:1]([N:11]1[CH2:15][CH2:14][CH2:13][C@H:12]1[CH:16]=[CH:17][C:18](=[N:20][OH:21])[CH3:19])(OCC1C=CC=CC=1)=O.[H-].[H-].[H-].[H-].[Li+].[Al+3]>C1COCC1>[CH3:19][C:18]1[CH:17]=[C:16]([C@@H:12]2[CH2:13][CH2:14][CH2:15][N:11]2[CH3:1])[O:21][N:20]=1 |f:1.2.3.4.5.6|. Reported procedure: The Cbz-protected compound of step 23d is reacted with LAH in THF at 0° C. as described in Example 24 below, and the title compound is isolated in pure form by extraction with ethyl acetate and distillation under high vacuum. The reactants are C[O-].[Na+] (Sodium methoxide), NC1=NC(=C2N=CN(C2=N1)[C@H]1[C@@H](C[C@@H]([C@H](C1)COC(C1=CC=CC=C1)=O)COC(C1=CC=CC=C1)=O)O)OCCOC (2-amino-9-[(1R,2R,4S,5S)-4,5-bis(benzoyloxymethyl)-2-hydroxycyclohexyl]-6-(2-methoxyethoxy)-purine), Cl (hydrochloric acid). Run in CO (methanol). Conditions: time 5 hour. Product: OC[C@H]1C[C@H]([C@@H](C[C@@H]1CO)N1C=2N=C(NC(C2N=C1)=O)N)O (9-[(1R,2R,4S,5S)-4,5-bis(hydroxymethyl)-2-hydroxycyclohexyl]-guanine). Isolated yield 68.6%. RXN SMILES: C[O-].[Na+].[NH2:4][C:5]1[N:13]=[C:12]2[C:8]([N:9]=[CH:10][N:11]2[C@@H:14]2[CH2:19][C@H:18]([CH2:20][O:21]C(=O)C3C=CC=CC=3)[C@@H:17]([CH2:30][O:31]C(=O)C3C=CC=CC=3)[CH2:16][C@H:15]2[OH:40])=[C:7]([O:41]CCOC)[N:6]=1.Cl>CO>[OH:31][CH2:30][C@@H:17]1[C@@H:18]([CH2:20][OH:21])[CH2:19][C@@H:14]([N:11]2[CH:10]=[N:9][C:8]3[C:7](=[O:41])[NH:6][C:5]([NH2:4])=[N:13][C:12]2=3)[C@H:15]([OH:40])[CH2:16]1 |f:0.1|. Reported procedure: Sodium methoxide (36 mg, 0.67 mmole) was added to a solution of 2-amino-9-[(1R,2R,4S,5S)-4,5-bis(benzoyloxymethyl)-2-hydroxycyclohexyl]-6-(2-methoxyethoxy)-purine (190 mg, 0.33 mmole) in anhydrous methanol (3 ml) under cooling with ice. After stirring the mixture at room temperature for 5 hours, the reaction mixture was neutralized with dilute hydrochloric acid and the solvent was distilled off under reduced pressure. Then, ethyl ether and water were added to the residue, the ethyl ether layer w...